This data is from the Open Reaction Database (ORD), a public repository of structured organic reaction records. The task is: describe an organic reaction: reactants, conditions, products, and yield Starting materials: C=O (Formaldehyde), C(C)(=O)O (acetic acid), O1C(C=NC2=C1C=CC=C2)C(=O)OCC (Ethyl 1,4-benzoxazine-2-carboxylate), aqueous solution, C(#N)[BH3-].[Li+] (lithium cyanoborohydride), C(C)(=O)O (acetic acid). The solvent is C(C)OCC (diethyl ether), C(C)#N (acetonitrile). Reaction conditions: time 5 minute. The product is CN1C=C(OC2=C1C=CC=C2)C(=O)OCC (ethyl 4-methyl-1,4-benzoxazine-2-carboxylate). Isolated yield 95.2%. As a reaction SMILES: [O:1]1[C:6]2[CH:7]=[CH:8][CH:9]=[CH:10][C:5]=2[N:4]=[CH:3][CH:2]1[C:11]([O:13][CH2:14][CH3:15])=[O:12].C=O.[C:18]([BH3-])#N.[Li+].C(O)(=O)C>C(#N)C.C(OCC)C>[CH3:18][N:4]1[C:5]2[CH:10]=[CH:9][CH:8]=[CH:7][C:6]=2[O:1][C:2]([C:11]([O:13][CH2:14][CH3:15])=[O:12])=[CH:3]1 |f:2.3|. Reported procedure: Ethyl 1,4-benzoxazine-2-carboxylate (5.8g.) was dissolved in acetonitrile (15ml.) under an atmosphere of argon. Formaldehyde (30ml. of a 37% aqueous solution) and lithium cyanoborohydride (4.67g.) were added, and the solution was stirred for 5 minutes. Glacial acetic acid (3.5ml.) was added dropwise and over a period of 10 minutes, and the solution was stirred at room temperature for 2 hours. More glacial acetic acid (3.5ml.) was added, and after 30 minutes the reaction mixture was poured into d... As a reaction SMILES: [Br:1][CH2:2][C:3]([C:5]1[CH:6]=[C:7]([C:11]([O:13][CH3:14])=[S:12])[S:8][C:9]=1[CH3:10])=O.[Br:15][C:16]1[CH:21]=[C:20]([CH3:22])[CH:19]=[CH:18][C:17]=1[NH:23][C:24]([NH2:26])=[S:25]>>[BrH:1].[Br:15][C:16]1[CH:21]=[C:20]([CH3:22])[CH:19]=[CH:18][C:17]=1[NH:23][C:24]1[S:25][CH:2]=[C:3]([C:5]2[CH:6]=[C:7]([C:11]([O:13][CH3:14])=[S:12])[S:8][C:9]=2[CH3:10])[N:26]=1 |f:2.3|. Product: Br.BrC1=C(C=CC(=C1)C)NC=1SC=C(N1)C=1C=C(SC1C)C(=S)OC (methyl 4-{2-[(2-bromo-4-methylphenyl)amino](1,3-thiazol-4-yl)}-5-methylthiothiophene-2-carboxylate hydrobromide). Reported procedure: Methyl 4-{2-[(2-bromo-4-methylphenyl)amino](1,3-thiazol-4-yl)}-5-methylhiothiophene-2-carboxylate hydrobromide: Methyl 4-(2-bromoacetyl)-5-methylthiothiophene-2-carboxylate (60 mg, 0.19 mmol) was allowed to react with 2-bromo-4-methylphenyl thiourea (47 mg) as described in Example 154, step (a) to give 62 mg (61% yield) of methyl 4-{2-[(2-bromo-4-methylphenyl)amino](1,3-thiazol-4-yl)}-5-methylthiothiophene-2-carboxylate hydrobromide. 1H NMR (DMSO-d6, 300 MHz) δ 2.28 (s, 3H), 3.82 (s, 3H), 7.19-7... Reactants: Methyl 4-{2-[(2-bromo-4-methylphenyl)amino](1,3-thiazol-4-yl)}-5-methylhiothiophene-2-carboxylate hydrobromide, BrCC(=O)C=1C=C(SC1C)C(=S)OC (Methyl 4-(2-bromoacetyl)-5-methylthiothiophene-2-carboxylate), BrC1=C(C=CC(=C1)C)NC(=S)N (2-bromo-4-methylphenyl thiourea). Yield: 62.7%. Starting materials: Cc1ccccc1-n1ccc2c(=O)[nH]c3c(C)cccc3c21, O, O=P(Cl)(Cl)Cl. Product: Cc1ccccc1-n1ccc2c(Cl)nc3c(C)cccc3c21. RXN SMILES: [CH3:1][c:2]1[c:3](-[n:8]2[cH:9][cH:10][c:11]3[c:12](=[O:22])[nH:13][c:14]4[c:15]([CH3:21])[cH:16][cH:17][cH:18][c:19]4[c:20]23)[cH:4][cH:5][cH:6][cH:7]1.[OH2:23].[P:24]([Cl:25])([Cl:26])([Cl:27])=[O:28]>>[CH3:1][c:2]1[c:3](-[n:8]2[cH:9][cH:10][c:11]3[c:12]([Cl:26])[n:13][c:14]4[c:15]([CH3:21])[cH:16][cH:17][cH:18][c:19]4[c:20]23)[cH:4][cH:5][cH:6][cH:7]1.